Dataset: the Open Reaction Database (ORD), a public repository of structured organic reaction records. Task: describe an organic reaction: reactants, conditions, products, and yield The reactants are Cc1ccc(NC(=O)c2ccc(CN3CCN(C)CC3)cc2)cc1Nc1nccc(-c2cccnc2)n1, CS(=O)(=O)O, C[N+](=O)[O-]. The product is Cc1ccc(NC(=O)c2ccc(CN3CCN(C)CC3)cc2)cc1Nc1nccc(-c2cccnc2)n1, CS(=O)(=O)O. RXN SMILES: [CH3:1][N:2]1[CH2:3][CH2:4][N:5]([CH2:8][c:9]2[cH:10][cH:11][c:12]([C:15](=[O:16])[NH:17][c:18]3[cH:19][cH:20][c:21]([CH3:22])[c:23]([NH:24][c:25]4[n:26][cH:27][cH:28][c:29](-[c:31]5[cH:32][cH:33][cH:34][n:35][cH:36]5)[n:30]4)[cH:37]3)[cH:13][cH:14]2)[CH2:6][CH2:7]1.[CH3:38][S:39]([OH:40])(=[O:41])=[O:42].[N+:43]([CH3:44])([O-:45])=[O:46]>>[CH3:1][N:2]1[CH2:3][CH2:4][N:5]([CH2:8][c:9]2[cH:10][cH:11][c:12]([C:15](=[O:16])[NH:17][c:18]3[cH:19][cH:20][c:21]([CH3:22])[c:23]([NH:24][c:25]4[n:26][cH:27][cH:28][c:29](-[c:31]5[cH:32][cH:33][cH:34][n:35][cH:36]5)[n:30]4)[cH:37]3)[cH:13][cH:14]2)[CH2:6][CH2:7]1.[CH3:38][S:39](=[O:40])(=[O:41])[OH:42]. Reactants: C (Charcoal), NC(=C(C(N)=S)C#N)N(C)CC (3-amino-2-cyano-3-(ethylmethylamino)propenethioamide), peroxide, OO (hydrogen peroxide). Solvent: C(C)O (ethanol). The product is NC1=C(C(=NS1)N(C)CC)C#N (5-amino-4-cyano-3-(ethylmethylamino)isothiazole). The yield is 85.9%. Reaction SMILES: [NH2:1][C:2]([N:9]([CH2:11][CH3:12])[CH3:10])=[C:3]([C:7]#[N:8])[C:4](=[S:6])[NH2:5].OO.C>C(O)C>[NH2:5][C:4]1[S:6][N:1]=[C:2]([N:9]([CH2:11][CH3:12])[CH3:10])[C:3]=1[C:7]#[N:8]. Reported procedure: A mixture containing 60 g of 3-amino-2-cyano-3-(ethylmethylamino)propenethioamide and 250 ml of ethanol was heated to reflux, while 40 ml of 30% hydrogen peroxide (11.1 g of active H2O2) were added dropwise at such a rate as to maintain an even reflux. After the peroxide addition was completed, the reaction mixture was heated for 30 minutes. Charcoal was added to the hot solution. The charcoal was removed by filtration and the filtrate was evaporated under reduced pressure. The residue was recry... Conditions: temperature 100 celsius, time 5 hour. The product is ClC1=CC(=C(C=C1S(=O)(=O)Cl)C=1C(N(C(=CC1)C(F)(F)F)C)=O)F (3-(4-chloro-5-chlorosulfonyl-2-fluorophenyl)-1-methyl-6-trifluoromethyl-2(1H)-pyridone). Reactants: ClC1=CC(=C(C=C1)C=1C(N(C(=CC1)C(F)(F)F)C)=O)F (3-(4-chloro-2-fluorophenyl)-1-methyl-6-trifluoromethyl-2(1H)-pyridone), ClS(=O)(=O)O (chlorosulfonic acid), ice water. As a reaction SMILES: [Cl:1][C:2]1[CH:7]=[CH:6][C:5]([C:8]2[C:9](=[O:19])[N:10]([CH3:18])[C:11]([C:14]([F:17])([F:16])[F:15])=[CH:12][CH:13]=2)=[C:4]([F:20])[CH:3]=1.[Cl:21][S:22](O)(=[O:24])=[O:23]>>[Cl:1][C:2]1[C:7]([S:22]([Cl:21])(=[O:24])=[O:23])=[CH:6][C:5]([C:8]2[C:9](=[O:19])[N:10]([CH3:18])[C:11]([C:14]([F:16])([F:17])[F:15])=[CH:12][CH:13]=2)=[C:4]([F:20])[CH:3]=1. Procedure: 2.9 g (9.5 mmol) of 3-(4-chloro-2-fluorophenyl)-1-methyl-6-trifluoromethyl-2(1H)-pyridone was dissolved in 70 g of chlorosulfonic acid, followed by heating and stirring at 100° C. for 5 hours. After cooling, the mixture was gradually dropwise added to ice water, followed by extraction with ethyl acetate. After washing with water and a saturated sodium hydrogencarbonate aqueous solution, the organic layer was dried over anhydrous magnesium sulfate. Ethyl acetate was distilled off under reduced pr... Isolated yield 85.9%. Reactants: C(C)(=O)C1=C(N=C(S1)C)C (5-acetyl-2,4-dimethylthiazole), [Cl-].[NH4+] (ammonium chloride), C(CCC)[Li] (n-Butyllithium), CC=1N=C(SC1)[Si](C)(C)C (4-methyl-2-trimethylsilylthiazole). The solvent is O1CCCC1 (tetrahydrofuran), O1CCCC1 (tetrahydrofuran). Run at time 30 minute. The product is CC=1SC(=C(N1)C)C(C)(O)C=1SC=C(N1)C (1-(2,4-Dimethyl-5-thiazolyl)-1-(4-methyl-2-thiazolyl)ethanol). As a reaction SMILES: C([Li])CCC.[CH3:6][C:7]1[N:8]=[C:9]([Si](C)(C)C)[S:10][CH:11]=1.[C:16]([C:19]1[S:23][C:22]([CH3:24])=[N:21][C:20]=1[CH3:25])(=[O:18])[CH3:17].[Cl-].[NH4+]>O1CCCC1>[CH3:24][C:22]1[S:23][C:19]([C:16]([C:9]2[S:10][CH:11]=[C:7]([CH3:6])[N:8]=2)([OH:18])[CH3:17])=[C:20]([CH3:25])[N:21]=1 |f:3.4|. Reported procedure: n-Butyllithium (2.5M solution in hexanes, 5.1 ml ) was added dropwise to a stirred solution of 4-methyl-2-trimethylsilylthiazole (from 4-methylthiazole, n-butyllithium and trimethylsilylchloride) (2 g) in anhydrous tetrahydrofuran (40 ml ) at -70° C. under an atmosphere of dry nitrogen. After 30 minutes, 5-acetyl-2,4-dimethylthiazole (2 g) in tetrahydrofuran (10 ml) was added dropwise. After 1 hour the mixture was allowed to warm to room temperature. After a further 2 hours, saturated aqueous am... The reactants are ClC=1C=CC(=NC1)NC(C1=C(C(=CC(=C1)Cl)OC)NC(=O)C=1SC=C(C1Cl)CCl)=O (N-(5-chloropyridin-2-yl)-2-[((4-(chloromethyl)-3-chlorothiophen-2-yl)carbonyl)amino]-3-methoxy-5-chlorobenzamide), NC=1NC=CN1 (2-aminoimidazole). Product: ClC=1C=CC(=NC1)NC(C1=C(C(=CC(=C1)Cl)OC)NC(=O)C=1SC=C(C1Cl)CN1C(=NC=C1)N)=O (N-(5-chloropyridin-2-yl)-2-[((4-((2-aminoimidazol-1-yl)methyl)-3-chlorothiophen-2-yl)carbonyl)amino]-3-methoxy-5-chlorobenzamide). Reaction SMILES: [Cl:1][C:2]1[CH:3]=[CH:4][C:5]([NH:8][C:9](=[O:30])[C:10]2[CH:15]=[C:14]([Cl:16])[CH:13]=[C:12]([O:17][CH3:18])[C:11]=2[NH:19][C:20]([C:22]2[S:23][CH:24]=[C:25]([CH2:28]Cl)[C:26]=2[Cl:27])=[O:21])=[N:6][CH:7]=1.[NH2:31][C:32]1[NH:33][CH:34]=[CH:35][N:36]=1>>[Cl:1][C:2]1[CH:3]=[CH:4][C:5]([NH:8][C:9](=[O:30])[C:10]2[CH:15]=[C:14]([Cl:16])[CH:13]=[C:12]([O:17][CH3:18])[C:11]=2[NH:19][C:20]([C:22]2[S:23][CH:24]=[C:25]([CH2:28][N:33]3[CH:34]=[CH:35][N:36]=[C:32]3[NH2:31])[C:26]=2[Cl:27])=[O:21])=[N:6][CH:7]=1. Reported procedure: In a manner similar to Paragraph A above, N-(5-chloropyridin-2-yl)-2-[((4-(chloromethyl)-3-chlorothiophen-2-yl)carbonyl)amino]-3-methoxy-5-chlorobenzamide (2.0 g, 4.0 mmol) was reacted with 2-aminoimidazole (1.3 g, 16 mmol) to give N-(5-chloropyridin-2-yl)-2-[((4-((2-aminoimidazol-1-yl)methyl)-3-chlorothiophen-2-yl)carbonyl)amino]-3-methoxy-5-chlorobenzamide, which was purified by HPLC on a C18 Vydac column with acetonitrile in water gradient with 0.1% trifluoroacetic acid to afford N-(5-chlorop... Reactants: Cc1ccc(C(=O)O)c2ccccc12, C#Cc1cccc(N)c1. Reagents/catalysts: CC(C)N=C=NC(C)C (DIC), C1=CC2=C(C=C1Cl)N(N=N2)O (6-Cl-HOBT). Run in CN(C)C=O (DMF), CN(C)C=O (DMF), CN(C)C=O (DMF), CN(C)C=O (DMF), CN(C)C=O (DMF), CN(C)C=O (DMF). Conditions: temperature 25 celsius, time 2 hour. The product is C#Cc1cccc(NC(=O)c2ccc(C)c3ccccc23)c1. Isolated yield 42.5%. As a reaction SMILES: C#Cc1cccc(N)c1.Cc1ccc(C(=O)O)c2ccccc12.CC(C)N=C=NC(C)C.C1=CC2=C(C=C1Cl)N(N=N2)O.CN(C)C=O>>C#Cc1cccc(NC(=O)c2ccc(C)c3ccccc23)c1.